This data is from the Open Reaction Database (ORD), a public repository of structured organic reaction records. The task is: describe an organic reaction: reactants, conditions, products, and yield Product: white crystals, COC1=CC=C(C=CC(=O)O)C=C1 (p-methoxycinnamic acid). Starting materials: pantolactone ester, N1=CC=CC=C1 (pyridine), CC1(COC(=O)C1O)C (pantolactone), COC1=CC=C(C=CC(=O)Cl)C=C1 (4-methoxycinnamic acid chloride). Reported procedure: 16.3 g of <R>-pantolactone (0.125 mol) and 28 g of 4-methoxycinnamic acid chloride (about 0.14 mol) are placed in 170 ml of CH2Cl2 while gassing with argon in a 350 ml 4-necked sulphonation flask provided with a thermometer, a reflux condenser, a magnetic stirrer as well as a 20 ml dropping funnel. A solution of 11 g (0.139 mol) of pyridine in 30 ml of CH2Cl2 is now added dropwise within 30 minutes, whereby the temperature rises slowly. The reaction mixture is finally heated to reflux temperatur... Yield: 92.6%. RXN SMILES: C[C:2]1([CH3:9])[CH:7](O)[C:5](=[O:6])[O:4]C1.[CH3:10][O:11][C:12]1[CH:22]=[CH:21]C(C=CC(Cl)=O)=[CH:14][CH:13]=1.N1C=CC=CC=1>C(Cl)Cl>[CH3:10][O:11][C:12]1[CH:22]=[CH:21][C:9]([CH:2]=[CH:7][C:5]([OH:4])=[O:6])=[CH:14][CH:13]=1. The solvent is C(Cl)Cl (CH2Cl2), C(Cl)Cl (CH2Cl2).